The task is: describe an organic reaction: reactants, conditions, products, and yield. This data is from the Open Reaction Database (ORD), a public repository of structured organic reaction records. Reactants: FC(C=1C=C(C2=C(C=CO2)C1)Br)(F)F (5-trifluoromethyl-7-bromobenzofuran), C(C)(C)(C)OC(=O)[N@]1C(C1)C ((R)-(−)-N-tert-butoxycarbon-yl-2-methylaziridine). The product is C(C)(C)(C)OC(=O)N[C@@H](CC1=CC(=CC=2C=COC21)C(F)(F)F)C ((R)-N-tert-butoxycarbonyl 1-(5-trifluoromethylbenzofur-7-yl)-2-aminopropane). Isolated yield 24.9%. As a reaction SMILES: [F:1][C:2]([F:14])([F:13])[C:3]1[CH:4]=[C:5](Br)[C:6]2[O:10][CH:9]=[CH:8][C:7]=2[CH:11]=1.[C:15]([O:19][C:20]([N@@:22]1[CH2:24][CH:23]1[CH3:25])=[O:21])([CH3:18])([CH3:17])[CH3:16]>>[C:15]([O:19][C:20]([NH:22][C@H:23]([CH3:25])[CH2:24][C:5]1[C:6]2[O:10][CH:9]=[CH:8][C:7]=2[CH:11]=[C:3]([C:2]([F:14])([F:13])[F:1])[CH:4]=1)=[O:21])([CH3:18])([CH3:17])[CH3:16]. Procedure details: Beginning with 0.256 gm (0.97 mMol) 5-trifluoromethyl-7-bromobenzofuran and 0.142 gm (0.90 mMol) (R)-(−)-N-tert-butoxycarbon-yl-2-methylaziridine, 0.077 gm (23%) of the desired compound were prepared essentially as described in Example 10.